From a dataset of the Open Reaction Database (ORD), a public repository of structured organic reaction records. describe an organic reaction: reactants, conditions, products, and yield Reactants: CCOC(=O)c1ccc2[nH]c(C)c(C)c2c1, CC(=O)Cl, CN(C)C=O, [H-], [Na+], O. Product: CCOC(=O)c1ccc2c(c1)c(C)c(C)n2C(C)=O. As a reaction SMILES: [CH2:3]([CH3:4])[O:5][C:6](=[O:7])[c:8]1[cH:9][c:10]2[c:11]([CH3:18])[c:12]([CH3:17])[nH:13][c:14]2[cH:15][cH:16]1.[CH3:19][C:20]([Cl:21])=[O:22].[CH3:24][N:25]([CH3:26])[CH:27]=[O:28].[H-:1].[Na+:2].[OH2:23]>>[CH2:3]([CH3:4])[O:5][C:6](=[O:7])[c:8]1[cH:9][c:10]2[c:11]([CH3:18])[c:12]([CH3:17])[n:13]([C:20]([CH3:19])=[O:22])[c:14]2[cH:15][cH:16]1. Starting materials: Cc1sc(N=CN(C)C)c(C#N)c1Cl, O=CO, O. Product: Cc1sc(NC=O)c(C#N)c1Cl. RXN SMILES: [CH3:1][N:2]([CH:3]=[N:4][c:5]1[s:6][c:7]([CH3:13])[c:8]([Cl:12])[c:9]1[C:10]#[N:11])[CH3:14].[CH:15](=[O:16])[OH:17].[OH2:18]>>[CH:3]([NH:4][c:5]1[s:6][c:7]([CH3:13])[c:8]([Cl:12])[c:9]1[C:10]#[N:11])=[O:16]. Starting materials: C(C)(=O)C(C(=O)OCC)CC (ethyl 2-acetylbutyrate), BrC(Cl)(Cl)Cl (bromotrichloromethane), O.O.O.[F-].C(CCC)[N+](CCCC)(CCCC)CCCC (tetra-n-butylammonium fluoride trihydrate). Yields the product C(C)(=O)C(C(=O)OCC)(CC)Br (ethyl 2-acetyl-2-bromobutyrate). Isolated yield 56.5%. RXN SMILES: [C:1]([CH:4]([CH2:10][CH3:11])[C:5]([O:7][CH2:8][CH3:9])=[O:6])(=[O:3])[CH3:2].[Br:12]C(Cl)(Cl)Cl.O.O.O.[F-].C([N+](CCCC)(CCCC)CCCC)CCC>>[C:1]([C:4]([Br:12])([CH2:10][CH3:11])[C:5]([O:7][CH2:8][CH3:9])=[O:6])(=[O:3])[CH3:2] |f:2.3.4.5.6|. Reported procedure: In a 10 mL round-bottom flask, 1.58 g of ethyl 2-acetylbutyrate (10 mmol), 2.1 g bromotrichloromethane (10.5 mmol), and 200 mg of tetra-n-butylammonium fluoride trihydrate (0.632 mmol) were mixed at 24° C. for 1 h. Gas chromatographic analysis of the resulting mixture showed the presence of 1.34 g of ethyl 2-acetyl-2-bromobutyrate (56% yield). Reactants: CCOC(=O)C(=NOCCBr)C1(C)OCCO1, CC(C)(C)[O-], CS(C)=O, [K+], C1CCOC1. The product is C=CON=C(C(=O)OCC)C1(C)OCCO1. RXN SMILES: [Br:1][CH2:2][CH2:3][O:4][N:5]=[C:6]([C:7](=[O:8])[O:9][CH2:10][CH3:11])[C:12]1([CH3:13])[O:14][CH2:15][CH2:16][O:17]1.[CH3:18][C:19]([CH3:20])([O-:21])[CH3:22].[CH3:24][S:25](=[O:26])[CH3:27].[K+:23].[O:28]1[CH2:29][CH2:30][CH2:31][CH2:32]1>>[CH2:2]=[CH:3][O:4][N:5]=[C:6]([C:7](=[O:8])[O:9][CH2:10][CH3:11])[C:12]1([CH3:13])[O:14][CH2:15][CH2:16][O:17]1. The reactants are triacetoxy sodium borohydride, crude material, ClC=1C=C(C2=C(CCO2)C1)C(CC(CC1=CC2=NC(=CC=C2N1)C=O)(C(F)(F)F)O)(C)C (2-[4-(5-Chloro-2,3-dihydrobenzofuran-7-yl)-2-hydroxy-4-methyl-2-trifluoromethylpentyl]-1H-pyrrolo[3,2-b]pyridine-5-carbaldehyde), C(C)(=O)O (acetic acid), N1CCOCC1 (morpholine). Run in C(C)(=O)OCC (ethyl acetate), [OH-].[NH4+] (ammonium hydroxide), ClC(C)Cl (dichloroethane). Conditions: time 30 minute. Yields the product ClC=1C=C(C2=C(CCO2)C1)C(CC(C(F)(F)F)(O)CC1=CC2=NC(=CC=C2N1)CN1CCOCC1)(C)C (4-(5-Chloro-2,3-dihydrobenzofuran-7-yl)-1,1,1-trifluoro-4-methyl-2-(5-morpholin-4-ylmethyl-1H-pyrrolo[3,2-b]pyridin-2-ylmethyl)pentan-2-ol). The yield is 31.3%. Reaction SMILES: [Cl:1][C:2]1[CH:3]=[C:4]([C:11]([CH3:32])([CH3:31])[CH2:12][C:13]([OH:30])([C:26]([F:29])([F:28])[F:27])[CH2:14][C:15]2[NH:23][C:22]3[C:17](=[N:18][C:19]([CH:24]=O)=[CH:20][CH:21]=3)[CH:16]=2)[C:5]2[O:9][CH2:8][CH2:7][C:6]=2[CH:10]=1.C(O)(=O)C.[NH:37]1[CH2:42][CH2:41][O:40][CH2:39][CH2:38]1>ClC(Cl)C.C(OCC)(=O)C.[OH-].[NH4+]>[Cl:1][C:2]1[CH:3]=[C:4]([C:11]([CH3:32])([CH3:31])[CH2:12][C:13]([CH2:14][C:15]2[NH:23][C:22]3[C:17](=[N:18][C:19]([CH2:24][N:37]4[CH2:42][CH2:41][O:40][CH2:39][CH2:38]4)=[CH:20][CH:21]=3)[CH:16]=2)([OH:30])[C:26]([F:29])([F:27])[F:28])[C:5]2[O:9][CH2:8][CH2:7][C:6]=2[CH:10]=1 |f:5.6|. Reported procedure: To a solution of the aldehyde of Example 94 (0.050 g, 0.107 mmol) and 0.078 mL of acetic acid in 3.0 mL of dichloroethane was added morpholine (0.233 mL, 2.68 mmol) at 0° C. The reaction was allowed to stir at room temperature for 30 minutes. To this yellow solution was added triacetoxy sodium borohydride (0.057 mg, 0.268 mmol), then continued stirring at room temperature for 14 hours. The reaction mixture was diluted with 10 mL of ethyl acetate and 2 mL of 3% ammonium hydroxide solution. The bi... Reactants: peptide, N1[C@@H](CCC1=O)C(=O)NCC(=O)N[C@@H](CCCNC(N)=N)C(=O)NC1=CC=C([N+](=O)[O-])C=C1 (pyroGlu-Gly-Arg-p-nitroanilide). Run in C(C)(=O)O (acetic acid). Reaction conditions: time 30 minute. Product: [N+](=O)([O-])C1=CC=C(N)C=C1 (p-nitroaniline). Reaction SMILES: N1C(=O)CC[C@H]1C(NCC(N[C@H](C([NH:24][C:25]1[CH:33]=[CH:32][C:28]([N+:29]([O-:31])=[O:30])=[CH:27][CH:26]=1)=O)CCCNC(=N)N)=O)=O>C(O)(=O)C>[N+:29]([C:28]1[CH:32]=[CH:33][C:25]([NH2:24])=[CH:26][CH:27]=1)([O-:31])=[O:30]. Reported procedure: Next, 50 μl of the synthetic peptide substrate (2 mM), pyroGlu-Gly-Arg-p-nitroanilide (S-2444, Kabi, Sweden) were added and the mixture was incubated for 30 minutes at room temperature. The reaction was stopped by the addition of 1 ml of 10% acetic acid. The amount of p-nitroaniline produced was measured by absorbance at 405 nm. The activity was expressed as International Standard Units (IU). Reactants: COC(=O)c1cnc(C)cc1Oc1cc(Cl)c(Br)cc1Cl, ClCCl, Cl, [Li+], C1COCCO1, [OH-], O, O. Product: Cc1cc(Oc2cc(Cl)c(Br)cc2Cl)c(C(=O)O)cn1. As a reaction SMILES: [CH3:1][O:2][C:3]([c:4]1[cH:5][n:6][c:7]([CH3:20])[cH:8][c:9]1[O:10][c:11]1[c:12]([Cl:19])[cH:13][c:14]([Br:18])[c:15]([Cl:17])[cH:16]1)=[O:21].[Cl:33][CH2:34][Cl:35].[ClH:26].[Li+:25].[O:27]1[CH2:28][CH2:29][O:30][CH2:31][CH2:32]1.[OH-:24].[OH2:22].[OH2:23]>>[O:2]=[C:3]([c:4]1[cH:5][n:6][c:7]([CH3:20])[cH:8][c:9]1[O:10][c:11]1[c:12]([Cl:19])[cH:13][c:14]([Br:18])[c:15]([Cl:17])[cH:16]1)[OH:21]. Starting materials: P(Br)(Br)Br (PBr3), OCC1=NC(=CC2=CC=CC=C12)C#N (1-(hydroxymethyl)isoquinoline-3-carbonitrile), C(=O)(O)[O-].[Na+] (NaHCO3). Solvent: C1CCOC1 (THF). Reaction conditions: time 2 hour. Yields the product BrCC1=NC(=CC2=CC=CC=C12)C#N (1-(bromomethyl)isoquinoline-3-carbonitrile). Reaction SMILES: O[CH2:2][C:3]1[C:12]2[C:7](=[CH:8][CH:9]=[CH:10][CH:11]=2)[CH:6]=[C:5]([C:13]#[N:14])[N:4]=1.P(Br)(Br)[Br:16].C([O-])(O)=O.[Na+]>C1COCC1>[Br:16][CH2:2][C:3]1[C:12]2[C:7](=[CH:8][CH:9]=[CH:10][CH:11]=2)[CH:6]=[C:5]([C:13]#[N:14])[N:4]=1 |f:2.3|. Procedure: A suspension of 1-(hydroxymethyl)isoquinoline-3-carbonitrile (0.150 g, 0.814 mmol) in THF (0.8 mL) and treated with PBr3 (0.814 mL, 0.814 mmol). The reaction mixture was stirred at RT for 2 hours, then poured over ice and neutralized with saturated aqueous NaHCO3. The mixture was warmed to RT and extracted with EtOAc (20 mL). The organic phase was separated, dried over MgSO4, filtered, and concentrated in vacuo to give the title compound as a yellow solid. The crude product was dried under high ... Starting materials: CC(Cl)c1cccc(C#N)c1, CC(C)CC(CO)Nc1nc(S)nc2nc(N)sc12. Yields the product CC(C)CC(CO)Nc1nc(SC(C)c2cccc(C#N)c2)nc2nc(N)sc12. Reaction SMILES: [Cl:20][CH:21]([CH3:22])[c:23]1[cH:24][c:25]([C:26]#[N:27])[cH:28][cH:29][cH:30]1.[NH2:1][c:2]1[s:3][c:4]2[c:5]([n:6][c:7]([SH:18])[n:8][c:9]2[NH:10][CH:11]([CH2:12][OH:13])[CH2:14][CH:15]([CH3:16])[CH3:17])[n:19]1>>[NH2:1][c:2]1[s:3][c:4]2[c:5]([n:6][c:7]([S:18][CH:21]([CH3:22])[c:23]3[cH:24][c:25]([C:26]#[N:27])[cH:28][cH:29][cH:30]3)[n:8][c:9]2[NH:10][CH:11]([CH2:12][OH:13])[CH2:14][CH:15]([CH3:16])[CH3:17])[n:19]1.